This data is from the Open Reaction Database (ORD), a public repository of structured organic reaction records. The task is: describe an organic reaction: reactants, conditions, products, and yield The reactants are O=C(C=NO)Nc1ccc(C(=O)O)c(Cl)c1, O, O=S(=O)(O)O. The product is O=C1Nc2ccc(C(=O)O)c(Cl)c2C1=O. RXN SMILES: [Cl:1][c:2]1[c:3]([C:4](=[O:5])[OH:6])[cH:7][cH:8][c:9]([NH:11][C:12]([CH:13]=[N:14][OH:15])=[O:16])[cH:10]1.[OH2:17].[S:18](=[O:19])(=[O:20])([OH:21])[OH:22]>>[Cl:1][c:2]1[c:3]([C:4](=[O:5])[OH:6])[cH:7][cH:8][c:9]2[c:10]1[C:13](=[O:17])[C:12](=[O:16])[NH:11]2. Yields the product CCOC(=O)c1cc2c(Oc3ccc(F)cc3[N+](=O)[O-])cccc2[nH]1. Reactants: O=C([O-])[O-], CCOC(=O)c1cc2c(O)cccc2[nH]1, CN(C)C=O, O=[N+]([O-])c1cc(F)ccc1F, [K+], [K+]. RXN SMILES: [C:27](=[O:28])([O-:29])[O-:30].[CH2:1]([CH3:2])[O:3][C:4](=[O:5])[c:6]1[nH:7][c:8]2[cH:9][cH:10][cH:11][c:12]([OH:15])[c:13]2[cH:14]1.[CH3:33][N:34]([CH3:35])[CH:36]=[O:37].[F:16][c:17]1[c:18]([N+:24](=[O:25])[O-:26])[cH:19][c:20]([F:23])[cH:21][cH:22]1.[K+:31].[K+:32]>>[CH2:1]([CH3:2])[O:3][C:4](=[O:5])[c:6]1[nH:7][c:8]2[cH:9][cH:10][cH:11][c:12]([O:15][c:17]3[c:18]([N+:24](=[O:25])[O-:26])[cH:19][c:20]([F:23])[cH:21][cH:22]3)[c:13]2[cH:14]1. Starting materials: CC(=O)O, CO, CC(C)Oc1ccc(-c2noc(-c3ccc(C=O)cc3)n2)cc1C#N, O=C(O)C1CNC1. The product is CC(C)Oc1ccc(-c2noc(-c3ccc(CN4CC(C(=O)O)C4)cc3)n2)cc1C#N. As a reaction SMILES: [CH3:33][C:34](=[O:35])[OH:36].[CH3:37][OH:38].[CH:1](=[O:2])[c:3]1[cH:4][cH:5][c:6](-[c:9]2[n:10][c:11](-[c:14]3[cH:15][cH:16][c:17]([O:22][CH:23]([CH3:24])[CH3:25])[c:18]([C:19]#[N:20])[cH:21]3)[n:12][o:13]2)[cH:7][cH:8]1.[NH:26]1[CH2:27][CH:28]([C:30](=[O:31])[OH:32])[CH2:29]1>>[CH2:1]([c:3]1[cH:4][cH:5][c:6](-[c:9]2[n:10][c:11](-[c:14]3[cH:15][cH:16][c:17]([O:22][CH:23]([CH3:24])[CH3:25])[c:18]([C:19]#[N:20])[cH:21]3)[n:12][o:13]2)[cH:7][cH:8]1)[N:26]1[CH2:27][CH:28]([C:30](=[O:31])[OH:32])[CH2:29]1.